Dataset: the Open Reaction Database (ORD), a public repository of structured organic reaction records. Task: describe an organic reaction: reactants, conditions, products, and yield Starting materials: C1CCOC1, CO, Cl, [Li+], [OH-], O, O, COC(=O)c1ccc(-c2cnc3ncc(C4(c5ccc6ncccc6c5)CC4)n3n2)cc1. Yields the product O=C(O)c1ccc(-c2cnc3ncc(C4(c5ccc6ncccc6c5)CC4)n3n2)cc1. RXN SMILES: [CH2:38]1[O:39][CH2:40][CH2:41][CH2:42]1.[CH3:43][OH:44].[ClH:37].[Li+:3].[OH-:2].[OH2:1].[OH2:36].[n:4]1[cH:5][cH:6][cH:7][c:8]2[cH:9][c:10]([C:14]3([c:17]4[cH:18][n:19][c:20]5[n:21]4[n:22][c:23](-[c:26]4[cH:27][cH:28][c:29]([C:30](=[O:31])[O:32][CH3:33])[cH:34][cH:35]4)[cH:24][n:25]5)[CH2:15][CH2:16]3)[cH:11][cH:12][c:13]12>>[n:4]1[cH:5][cH:6][cH:7][c:8]2[cH:9][c:10]([C:14]3([c:17]4[cH:18][n:19][c:20]5[n:21]4[n:22][c:23](-[c:26]4[cH:27][cH:28][c:29]([C:30](=[O:31])[OH:32])[cH:34][cH:35]4)[cH:24][n:25]5)[CH2:15][CH2:16]3)[cH:11][cH:12][c:13]12. Starting materials: [H-].C(C(C)C)[Al+]CC(C)C (Di-iso-butylaluminum hydride), ice, BrCCCCCCCCCCCCCCCCNC1=CC=C(C#N)C=C1 (4-(16-bromohexadecylamino)benzonitrile), CO (methanol). Run in C1(=CC=CC=C1)C (toluene). Conditions: time 1 hour. The product is BrCCCCCCCCCCCCCCCCNC1=CC=C(C=O)C=C1 (4-(16-bromohexadecylamino)benzaldehyde). RXN SMILES: [H-].C([Al+]CC(C)C)C(C)C.[Br:11][CH2:12][CH2:13][CH2:14][CH2:15][CH2:16][CH2:17][CH2:18][CH2:19][CH2:20][CH2:21][CH2:22][CH2:23][CH2:24][CH2:25][CH2:26][CH2:27][NH:28][C:29]1[CH:36]=[CH:35][C:32]([C:33]#N)=[CH:31][CH:30]=1.C[OH:38]>C1(C)C=CC=CC=1>[Br:11][CH2:12][CH2:13][CH2:14][CH2:15][CH2:16][CH2:17][CH2:18][CH2:19][CH2:20][CH2:21][CH2:22][CH2:23][CH2:24][CH2:25][CH2:26][CH2:27][NH:28][C:29]1[CH:36]=[CH:35][C:32]([CH:33]=[O:38])=[CH:31][CH:30]=1 |f:0.1|. Reported procedure: Di-iso-butylaluminum hydride (54 ml., 25% solution in toluene) is added with stirring to a solution of 4-(16-bromohexadecylamino)benzonitrile (11.4 g.) under a nitrogen atmosphere. The temperature rises to 40° C. during the 30 minute addition and then the reaction is then stirred for 1 hour. A solution of methanol in toluene (50 ml., 1:1) was added over 30 minutes and the mixture is poured into vigorously stirred ice-cold aqueous sulfuric acid (50 ml., 5%). After 10 minutes diatomaceous earth (3... Reaction SMILES: Cl.[NH2:2][C:3]([NH2:5])=[NH:4].CC(C)([O-:9])C.[K+].S=[C:13]1[CH:18]([CH2:19]C)[CH2:17][C@@H:16]([CH2:21][CH2:22][C:23]2[CH:28]=[CH:27][C:26]([Br:29])=[CH:25][CH:24]=2)[CH2:15][N:14]1C(O)=O.Cl>C(O)C>[NH2:4][C:3]1[N:5]=[C:19]([OH:9])[C:18]2[CH2:17][C@@H:16]([CH2:21][CH2:22][C:23]3[CH:28]=[CH:27][C:26]([Br:29])=[CH:25][CH:24]=3)[CH2:15][NH:14][C:13]=2[N:2]=1 |f:0.1,2.3|. Reaction conditions: temperature 90 celsius. Yield: 80.3%. Reported procedure: A suspension of 740 mg (7.77 mmol) of guanidine hydrochloride in 5 mL of ethanol was neutralized by addition of 950 mg (7.77 mmol) of potassium tert-butoxide. The precipitated potassium chloride was filtered with filter aid and washed with an additional 5 mL of ethanol. A solution of 720 mg (1.94 mmol) of (3RS, 5R)-2-thioxo-3-ethylcarboxy-5-[2-(4-bromophenyl)ethyl]piperidine in 5 mL ethanol was added to the liltrate and this solution was reduced to a volume of 2-3 mL under vacuum. The solution w... Solvent: C(C)O (ethanol), C(C)O (ethanol). Product: NC=1N=C(C2=C(N1)NC[C@@H](C2)CCC2=CC=C(C=C2)Br)O ((R)-(-)-2-amino-4-hydroxy-6-[2-(4-bromophenyl)ethyl]-5,6,7,8-tetrahydropyrido[2,3-d]pyrimidine). Reactants: S=C1N(C[C@@H](CC1CC)CCC1=CC=C(C=C1)Br)C(=O)O ((3RS, 5R)-2-thioxo-3-ethylcarboxy-5-[2-(4-bromophenyl)ethyl]piperidine), Cl (HCl), Cl.NC(=N)N (guanidine hydrochloride), CC(C)([O-])C.[K+] (potassium tert-butoxide). Starting materials: CCS(=O)(=O)Nc1cncc(-c2cc3ccccc3n2C)c1, CI, [H-], [Na+], CN(C)C=O. Yields the product CCS(=O)(=O)N(C)c1cncc(-c2cc3ccccc3n2C)c1. RXN SMILES: [CH3:1][n:2]1[c:3](-[c:11]2[cH:12][c:13]([NH:17][S:18](=[O:19])(=[O:20])[CH2:21][CH3:22])[cH:14][n:15][cH:16]2)[cH:4][c:5]2[cH:6][cH:7][cH:8][cH:9][c:10]12.[CH3:25][I:26].[H-:23].[Na+:24].[O:27]=[CH:28][N:29]([CH3:30])[CH3:31]>>[CH3:1][n:2]1[c:3](-[c:11]2[cH:12][c:13]([N:17]([S:18](=[O:19])(=[O:20])[CH2:21][CH3:22])[CH3:25])[cH:14][n:15][cH:16]2)[cH:4][c:5]2[cH:6][cH:7][cH:8][cH:9][c:10]12. Starting materials: CC(=O)[O-], CC(=O)[O-], CC(=O)[O-], CC(=O)[O-], CCOC(C)=O, CC1(C)OC2CSC(C(O)CO)C2O1, [Pb+4]. Product: CC1(C)OC2CSC(C=O)C2O1. As a reaction SMILES: [C:21]([O-:22])(=[O:23])[CH3:24].[C:25]([O-:26])(=[O:27])[CH3:28].[C:29]([O-:30])(=[O:31])[CH3:32].[C:33]([O-:34])(=[O:35])[CH3:36].[CH3:15][CH2:16][O:17][C:18](=[O:19])[CH3:20].[CH3:1][C:2]1([CH3:14])[O:3][CH:4]2[CH:5]([O:6]1)[CH2:7][S:8][CH:9]2[CH:10]([CH2:11][OH:12])[OH:13].[Pb+4:37]>>[CH3:1][C:2]1([CH3:14])[O:3][CH:4]2[CH:5]([O:6]1)[CH2:7][S:8][CH:9]2[CH:10]=[O:13].